Dataset: the Open Reaction Database (ORD), a public repository of structured organic reaction records. Task: describe an organic reaction: reactants, conditions, products, and yield Starting materials: CCO, COCC1CCCN1c1cc(NC(=S)Nc2cc(CNC(=O)C3(C(F)(F)F)CC3)ccc2Cl)c([N+](=O)[O-])cc1Cl. Product: COCC1CCCN1c1cc(NC(=S)Nc2cc(CNC(=O)C3(C(F)(F)F)CC3)ccc2Cl)c(N)cc1Cl. As a reaction SMILES: [CH3:41][CH2:42][OH:43].[Cl:1][c:2]1[c:3]([NH:19][C:20](=[S:21])[NH:22][c:23]2[c:24]([N+:38]([O-:39])=[O:40])[cH:25][c:26]([Cl:37])[c:27]([N:29]3[CH:30]([CH2:34][O:35][CH3:36])[CH2:31][CH2:32][CH2:33]3)[cH:28]2)[cH:4][c:5]([CH2:6][NH:7][C:8](=[O:9])[C:10]2([C:13]([F:14])([F:15])[F:16])[CH2:11][CH2:12]2)[cH:17][cH:18]1>>[Cl:1][c:2]1[c:3]([NH:19][C:20](=[S:21])[NH:22][c:23]2[c:24]([NH2:38])[cH:25][c:26]([Cl:37])[c:27]([N:29]3[CH:30]([CH2:34][O:35][CH3:36])[CH2:31][CH2:32][CH2:33]3)[cH:28]2)[cH:4][c:5]([CH2:6][NH:7][C:8](=[O:9])[C:10]2([C:13]([F:14])([F:15])[F:16])[CH2:11][CH2:12]2)[cH:17][cH:18]1. Reactants: Cl.C1NCC2=CC(=CC=C12)C(=O)OC (methyl isoindoline-5-carboxylate hydrochloride), C(C)(C)N(CC)C(C)C (diisopropylethylamine), C(C)(C)N(CC)C(C)C (Diisopropylethylamine), NC1=CC=C(C(=O)NCCC)C=C1 (4-amino-N-propylbenzamide), C(ON1C(CCC1=O)=O)(ON1C(CCC1=O)=O)=O (bis(2,5-dioxopyrrolidin-1-yl) carbonate), N1=CC=CC=C1 (pyridine). Run in CN1C(CCC1)=O (1-methyl-2-pyrrolidinone), O (water), C(C)#N (acetonitrile). Conditions: time 3 hour. Product: C(CC)NC(=O)C1=CC=C(C=C1)NC(=O)N1CC2=CC=C(C=C2C1)C(=O)OC (methyl 2-{[4-(propylcarbamoyl)phenyl]carbamoyl}isoindoline-5-carboxylate). Reaction SMILES: [NH2:1][C:2]1[CH:13]=[CH:12][C:5]([C:6]([NH:8][CH2:9][CH2:10][CH3:11])=[O:7])=[CH:4][CH:3]=1.[C:14](=O)(ON1C(=O)CCC1=O)[O:15]N1C(=O)CCC1=O.N1C=CC=CC=1.C(N(C(C)C)CC)(C)C.Cl.[CH2:48]1[C:56]2[C:51](=[CH:52][C:53]([C:57]([O:59][CH3:60])=[O:58])=[CH:54][CH:55]=2)[CH2:50][NH:49]1>C(#N)C.CN1CCCC1=O.O>[CH2:9]([NH:8][C:6]([C:5]1[CH:4]=[CH:3][C:2]([NH:1][C:14]([N:49]2[CH2:50][C:51]3[C:56](=[CH:55][CH:54]=[C:53]([C:57]([O:59][CH3:60])=[O:58])[CH:52]=3)[CH2:48]2)=[O:15])=[CH:13][CH:12]=1)=[O:7])[CH2:10][CH3:11] |f:4.5|. Procedure details: A solution of 4-amino-N-propylbenzamide (390 mg, 2.19 mmol), bis(2,5-dioxopyrrolidin-1-yl) carbonate (700 mg, 2.74 mmol), and pyridine (0.18 mL, 2.19 mmol) in acetonitrile (5 mL) was stirred at ambient temperature for 30 minutes. Diisopropylethylamine (0.85 mL, 6.6 mmol)) was added followed by a suspension of methyl isoindoline-5-carboxylate hydrochloride (538 mg, 2.52 mmol) and diisopropylethylamine (0.46 mL, 4.4 mmol) in 1-methyl-2-pyrrolidinone (8 mL) added dropwise via syringe over ˜5 minute... Reactants: ClCCC(=O)SCC1SCSC1 (4-(3-chloropropionyl-thiomethyl)-1,3-dithiolan), resultant mixture, ClCCC(=O)Cl (3-chloropropionic acid chloride), S1SCC=C1 (dithiol), aqueous solution, C(O)([O-])=O.[Na+] (sodium hydrogen carbonate), crude product. Solvent: C1(=CC=CC=C1)C (toluene), C1(=CC=CC=C1)C (toluene). Yields the product C1COC(O1)C2OCCO2 (2,2′-bi). RXN SMILES: ClC[CH2:3][C:4](Cl)=[O:5].S1[CH:11]=[CH:10]CS1.[C:12](=[O:15])([O-])[OH:13].[Na+].ClCC[C:20](SCC1CSCS1)=[O:21]>C1(C)C=CC=CC=1>[CH2:4]1[O:5][CH:20]([CH:12]2[O:15][CH2:11][CH2:10][O:13]2)[O:21][CH2:3]1 |f:2.3|. Procedure: First, 80.0 g (0.63 mol) of 3-chloropropionic acid chloride was added dropwise to a solution of 65.0 g (0.21 mol) of the dithiol compound (2-a-21), prepared in EXAMPLE 6, dissolved in 320 g of toluene at 100° C. in 30 minutes. They were allowed to react at 110° C. for 6 hours, with stirring. The reaction mixture was cooled to 25° C., to which 689 g of a 5% aqueous solution of sodium hydrogen carbonate (0.42 mol as sodium hydrogen carbonate) was added. The resultant mixture was stirred for 30 min...